Task: describe an organic reaction: reactants, conditions, products, and yield. Dataset: the Open Reaction Database (ORD), a public repository of structured organic reaction records Starting materials: C(C)OC(C(CC1=CC=C(C=C1)O)(OC1=CC=CC=C1)C)=O (3-(4-Hydroxyphenyl)-2-methyl-2-phenoxypropionic acid ethyl ester), CC1=C(N=C(O1)C=1SC=CC1)CCOS(=O)(=O)C1=CC=C(C=C1)C (toluene-4-sulfonic acid 2-(5-methyl-2-thiophen-2-yl-oxazol-4-yl)-ethyl ester). Product: C(C)OC(C(CC1=CC=C(C=C1)OCCC=1N=C(OC1C)C=1SC=CC1)(OC1=CC=CC=C1)C)=O (2-methyl-3-{4-[2-(5-methyl-2-thiophen-2-yl-oxazol-4-yl)-ethoxy]-phenyl}-2-phenoxy-propionic acid ethyl ester). As a reaction SMILES: [CH2:1]([O:3][C:4](=[O:22])[C:5]([CH3:21])([O:14][C:15]1[CH:20]=[CH:19][CH:18]=[CH:17][CH:16]=1)[CH2:6][C:7]1[CH:12]=[CH:11][C:10]([OH:13])=[CH:9][CH:8]=1)[CH3:2].[CH3:23][C:24]1[O:28][C:27]([C:29]2[S:30][CH:31]=[CH:32][CH:33]=2)=[N:26][C:25]=1[CH2:34][CH2:35]OS(C1C=CC(C)=CC=1)(=O)=O>>[CH2:1]([O:3][C:4](=[O:22])[C:5]([CH3:21])([O:14][C:15]1[CH:20]=[CH:19][CH:18]=[CH:17][CH:16]=1)[CH2:6][C:7]1[CH:12]=[CH:11][C:10]([O:13][CH2:35][CH2:34][C:25]2[N:26]=[C:27]([C:29]3[S:30][CH:31]=[CH:32][CH:33]=3)[O:28][C:24]=2[CH3:23])=[CH:9][CH:8]=1)[CH3:2]. Procedure: 3-(4-Hydroxyphenyl)-2-methyl-2-phenoxypropionic acid ethyl ester and toluene-4-sulfonic acid 2-(5-methyl-2-thiophen-2-yl-oxazol-4-yl)-ethyl ester, shown below, were reacted, as described in Example 1, Step D, to provide 2-methyl-3-{4-[2-(5-methyl-2-thiophen-2-yl-oxazol-4-yl)-ethoxy]-phenyl}-2-phenoxy-propionic acid ethyl ester, shown below, as a colorless oil (30%). 1H NMR (300 MHz, CDCl3): δ 7.59 (d, 1H), 7.37 (d, 1H), 7.24 (t, 2H), 7.13 (d, 2H), 7.09 (t, 1H), 6.96 (t, 1H), 6.83 (d, 2H), 6.82 (...